This data is from the Open Reaction Database (ORD), a public repository of structured organic reaction records. The task is: describe an organic reaction: reactants, conditions, products, and yield The reactants are solution, C(CCC)[Li] (n-butyllithium), FC1=C(C=CC=C1)F (1,2-difluorobenzene), C[Si](Cl)(C)C (trimethylchlorosilane), C1CCOC1 (THF). The solvent is CCCCCC (hexane), O (water). Reaction conditions: time 1.5 hour. Yields the product FC1=C(C=CC=C1F)[Si](C)(C)C (2,3-difluorotrimethylsilylbenzene). RXN SMILES: C([Li])CCC.[F:6][C:7]1[CH:12]=[CH:11][CH:10]=[CH:9][C:8]=1[F:13].[CH3:14][Si:15]([CH3:18])([CH3:17])Cl.C1COCC1>CCCCCC.O>[F:6][C:7]1[C:8]([F:13])=[CH:9][CH:10]=[CH:11][C:12]=1[Si:15]([CH3:18])([CH3:17])[CH3:14]. Reported procedure: 12.5 ml of a 1.6-molar solution of n-butyllithium in hexane is added dropwise at 0° C. to a mixture of 0.02 mol of 1,2-difluorobenzene, 0.02 mol of trimethylchlorosilane and 25 ml of THF. After stirring at room temperature for 1.5 hours, the reaction mixture is poured into water, the phases are separated, and the aqueous phase is extracted with 2×50 ml of methylene chloride. Drying over magnesium sulfate, evaporation of the solvent and chromatography give the pure product. Procedure: The title compound was prepared following procedure described for example 56 but starting from N-(6-bromo[1,2,4]triazolo[1,5-a]pyridin-2-yl)nicotinamide ((B6), 400 mg; 1.26 mmol; 1.0 eq.) and 2-methoxy-4-(4,4,5,5-tetramethyl-1,3,2-dioxaborolan-2-yl)phenol (629 mg; 2.51 mmol; 2.0 eq.) as a light yellow solid (249 mg, 55%). HPLC, Rt: 1.71 min. (purity 60.7%). LC/MS, M+(ESI): 362.0, M−(ESI): 360.0. CHN analysis: [C19H15N5O3.1 HCl.0.4 CH3CN.0.6H20] Corrected: C, 55.95%; H, 4.36%; N, 17.79%. Found: C... Starting materials: BrC=1C=CC=2N(C1)N=C(N2)NC(C2=CN=CC=C2)=O (N-(6-bromo[1,2,4]triazolo[1,5-a]pyridin-2-yl)nicotinamide), COC1=C(C=CC(=C1)B1OC(C(O1)(C)C)(C)C)O (2-methoxy-4-(4,4,5,5-tetramethyl-1,3,2-dioxaborolan-2-yl)phenol), Cl (HCl). The product is Cl.OC1=C(C=C(C=C1)C=1C=CC=2N(C1)N=C(N2)NC(C2=CN=CC=C2)=O)OC (N-[6-(4-hydroxy-3-methoxyphenyl)[1,2,4]triazolo[1,5-a]pyridin-2-yl]nicotinamide hydrochloride). As a reaction SMILES: Br[C:2]1[CH:3]=[CH:4][C:5]2[N:6]([N:8]=[C:9]([NH:11][C:12](=[O:19])[C:13]3[CH:18]=[CH:17][CH:16]=[N:15][CH:14]=3)[N:10]=2)[CH:7]=1.[CH3:20][O:21][C:22]1[CH:27]=[C:26](B2OC(C)(C)C(C)(C)O2)[CH:25]=[CH:24][C:23]=1[OH:37].[ClH:38]>CC#N>[ClH:38].[OH:37][C:23]1[CH:24]=[CH:25][C:26]([C:2]2[CH:3]=[CH:4][C:5]3[N:6]([N:8]=[C:9]([NH:11][C:12](=[O:19])[C:13]4[CH:18]=[CH:17][CH:16]=[N:15][CH:14]=4)[N:10]=3)[CH:7]=2)=[CH:27][C:22]=1[O:21][CH3:20] |f:4.5|. Solvent: CC#N (CH3CN). Starting materials: CC(Cl)Cl, C1CCOC1, OC1CCNCC1, COc1cnc(N2CCOCC2)c2sc(NC(=O)Oc3ccccc3)nc12. Yields the product COc1cnc(N2CCOCC2)c2sc(NC(=O)N3CCC(O)CC3)nc12. As a reaction SMILES: [Cl:35][CH:36]([Cl:37])[CH3:38].[O:39]1[CH2:40][CH2:41][CH2:42][CH2:43]1.[OH:28][CH:29]1[CH2:30][CH2:31][NH:32][CH2:33][CH2:34]1.[c:1]1([O:2][C:8]([NH:9][c:10]2[s:11][c:12]3[c:13]([N:21]4[CH2:22][CH2:23][O:24][CH2:25][CH2:26]4)[n:14][cH:15][c:16]([O:19][CH3:20])[c:17]3[n:18]2)=[O:27])[cH:3][cH:4][cH:5][cH:6][cH:7]1>>[C:8]([NH:9][c:10]1[s:11][c:12]2[c:13]([N:21]3[CH2:22][CH2:23][O:24][CH2:25][CH2:26]3)[n:14][cH:15][c:16]([O:19][CH3:20])[c:17]2[n:18]1)(=[O:27])[N:32]1[CH2:31][CH2:30][CH:29]([OH:28])[CH2:34][CH2:33]1.